Dataset: the Open Reaction Database (ORD), a public repository of structured organic reaction records. Task: describe an organic reaction: reactants, conditions, products, and yield The reactants are CN(C)P(=O)(N(C)C)N(C)C, O=[N+]([O-])c1cc([N+](=O)[O-])c(CCc2c([N+](=O)[O-])cc([N+](=O)[O-])cc2[N+](=O)[O-])c([N+](=O)[O-])c1, O=C1C=CC(=O)c2ccccc21, O. Yields the product O=[N+]([O-])c1cc([N+](=O)[O-])c(C=Cc2c([N+](=O)[O-])cc([N+](=O)[O-])cc2[N+](=O)[O-])c([N+](=O)[O-])c1. As a reaction SMILES: [CH3:45][N:46]([CH3:47])[P:48](=[O:49])([N:50]([CH3:51])[CH3:52])[N:53]([CH3:54])[CH3:55].[N+:1](=[O:2])([O-:3])[c:4]1[c:5]([CH2:16][CH2:17][c:18]2[c:19]([N+:30](=[O:31])[O-:32])[cH:20][c:21]([N+:27](=[O:28])[O-:29])[cH:22][c:23]2[N+:24](=[O:25])[O-:26])[c:6]([N+:13](=[O:14])[O-:15])[cH:7][c:8]([N+:10](=[O:11])[O-:12])[cH:9]1.[O:33]=[C:34]1[c:35]2[c:36]([cH:37][cH:38][cH:39][cH:40]2)[C:41](=[O:42])[CH:43]=[CH:44]1.[OH2:56]>>[N+:1](=[O:2])([O-:3])[c:4]1[c:5]([CH:16]=[CH:17][c:18]2[c:19]([N+:30](=[O:31])[O-:32])[cH:20][c:21]([N+:27](=[O:28])[O-:29])[cH:22][c:23]2[N+:24](=[O:25])[O-:26])[c:6]([N+:13](=[O:14])[O-:15])[cH:7][c:8]([N+:10](=[O:11])[O-:12])[cH:9]1. The reactants are [Cr](=O)(=O)([O-])O[Cr](=O)(=O)[O-].[NH+]1=CC=CC=C1.[NH+]1=CC=CC=C1 (Pyridinium dichromate), C(CCC)SC1=C(CO)C=CC=C1 (2-(n-butylthio)benzyl alcohol), C(C)OCC (diethyl ether). The solvent is C(Cl)Cl (methylene chloride), C(Cl)Cl (methylene chloride). Reaction conditions: time 2 day. The product is C(CCC)SC1=C(C=CC(=O)N(C)O)C=CC=C1 (2-(n-butylthio)-N-hydroxy-N-methylcinnamamide). RXN SMILES: [Cr](O[Cr]([O-])(=O)=O)([O-])(=O)=[O:2].[NH+:10]1[CH:15]=CC=CC=1.[NH+]1C=CC=CC=1.[CH2:22]([S:26][C:27]1[CH:34]=[CH:33][CH:32]=[CH:31][C:28]=1[CH2:29]O)[CH2:23][CH2:24][CH3:25].[CH2:35]([O:37]CC)[CH3:36]>C(Cl)Cl>[CH2:22]([S:26][C:27]1[CH:34]=[CH:33][CH:32]=[CH:31][C:28]=1[CH:29]=[CH:36][C:35]([N:10]([OH:2])[CH3:15])=[O:37])[CH2:23][CH2:24][CH3:25] |f:0.1.2|. Procedure details: Pyridinium dichromate (284.6 g, .756 mol) is added to 1100 ml of methylene chloride. The compound 2-(n-butylthio)benzyl alcohol (99.0 g, 0.504 mol) in 160 ml of methylene chloride is added and the mixture stirred at room temperature for 2 days. The mixture is poured into 2000 ml of diethyl ether and filtered through diatomeceous earth (Celite®). The solids are washed extensively with diethyl ether and filtered. The filtrate and washings are combined and washed four times with lN HCl and then wit... The reactants are N#Cc1cccc(S(=O)(=O)Cl)c1, CN, Cl, Cl, O, c1ccncc1. Yields the product CNS(=O)(=O)c1cccc(C#N)c1. RXN SMILES: [C:4](#[N:5])[c:6]1[cH:7][c:8]([S:12](=[O:13])(=[O:14])[Cl:15])[cH:9][cH:10][cH:11]1.[CH3:2][NH2:3].[ClH:17].[ClH:1].[OH2:16].[cH:18]1[cH:19][cH:20][n:21][cH:22][cH:23]1>>[CH3:2][NH:3][S:12]([c:8]1[cH:7][c:6]([C:4]#[N:5])[cH:11][cH:10][cH:9]1)(=[O:13])=[O:14]. Reactants: P(=O)([O-])([O-])[O-].[Na+].[Na+].[Na+] (sodium phosphate), SC[C@@H](O)[C@H](O)CS (dithiothreitol), C(CCCCCCCCCCCCCCC)(=O)SCCNC(CCNC([C@@H](C(COP(OP(OC[C@@H]1[C@H]([C@H]([C@@H](O1)N1C=NC=2C(N)=NC=NC12)O)OP(=O)(O)O)(=O)O)(=O)O)(C)C)O)=O)=O (palmitoyl CoA), dilauroyl phosphatidyl choline, CC1=C(C(CCC1)(C)C)/C=C/C(=C/C=C/C(=C/CO)/C)/C (retinol). The product is CC1=C(C(CCC1)(C)C)/C=C/C(=C/C=C/C(=C/C=O)/C)/C (retinal). As a reaction SMILES: P([O-])([O-])([O-])=O.[Na+].[Na+].[Na+].SC[C@H]([C@@H](CS)O)O.C(SCCNC(=O)CCNC(=O)[C@H](O)C(C)(C)COP(O)(=O)OP(O)(=O)OC[C@H]1O[C@@H](N2C3N=CN=C(N)C=3N=C2)[C@H](O)[C@@H]1OP(O)(O)=O)(=O)CCCCCCCCCCCCCCC.[CH3:82][C:83]1[CH2:88][CH2:87][CH2:86][C:85]([CH3:90])([CH3:89])[C:84]=1/[CH:91]=[CH:92]/[C:93](/[CH3:102])=[CH:94]/[CH:95]=[CH:96]/[C:97](/[CH3:101])=[CH:98]/[CH2:99][OH:100]>>[CH3:82][C:83]1[CH2:88][CH2:87][CH2:86][C:85]([CH3:89])([CH3:90])[C:84]=1/[CH:91]=[CH:92]/[C:93](/[CH3:102])=[CH:94]/[CH:95]=[CH:96]/[C:97](/[CH3:101])=[CH:98]/[CH:99]=[O:100] |f:0.1.2.3|. Reported procedure: A solution containing 0.1M sodium phosphate pH 7 buffer, 5 mM dithiothreitol, 2 mg/ml bovine serum albumin, 40 micromolar palmitoyl CoA, 40 micromolar dilauroyl phosphatidyl choline, 10 micromolar retinol and a test compound or a solvent blank, is incubated for 1 hour at 37° C. with a microsomal fraction isolated from bovine retinal pigment epithelial cells. After incubation, the reaction was quenched by addition of an equal volume of ethanol, and the retinyl esters formed (retinyl laurate from ... Starting materials: C(C)(C)C1=CC2=C(N3C(=NNC([C@H]3C)=O)CO2)C=C1OC1(CN(C1)C(=O)OC(C)(C)C)C ((R)-tert-butyl 3-((8-isopropyl-1-methyl-2-oxo-1,2,3,5-tetrahydrobenzo[5,6][1,4]oxazino[3,4-c][1,2,4]triazin-9-yl)oxy)-3-methylazetidine-1-carboxylate), C(=O)(C(F)(F)F)O (TFA). Solvent: C(Cl)Cl (DCM). Run at time 2 hour. Product: FC(C(=O)O)(F)F.C(C)(C)C1=CC2=C(N3C(=NNC([C@H]3C)=O)CO2)C=C1OC1(CNC1)C ((R)-8-isopropyl-1-methyl-9-((3-methylazetidin-3-yl)oxy)-3,5-dihydrobenzo[5,6][1,4]oxazino[3,4-c][1,2,4]triazin-2(1H)-one trifluoroacetic acid). Yield: 97.0%. Reaction SMILES: [CH:1]([C:4]1[C:19]([O:20][C:21]2([CH3:32])[CH2:24][N:23](C(OC(C)(C)C)=O)[CH2:22]2)=[CH:18][C:7]2[N:8]3[C@H:13]([CH3:14])[C:12](=[O:15])[NH:11][N:10]=[C:9]3[CH2:16][O:17][C:6]=2[CH:5]=1)([CH3:3])[CH3:2].[C:33]([OH:39])([C:35]([F:38])([F:37])[F:36])=[O:34]>C(Cl)Cl>[F:36][C:35]([F:38])([F:37])[C:33]([OH:39])=[O:34].[CH:1]([C:4]1[C:19]([O:20][C:21]2([CH3:32])[CH2:22][NH:23][CH2:24]2)=[CH:18][C:7]2[N:8]3[C@H:13]([CH3:14])[C:12](=[O:15])[NH:11][N:10]=[C:9]3[CH2:16][O:17][C:6]=2[CH:5]=1)([CH3:3])[CH3:2] |f:3.4|. Reported procedure: To a solution of (R)-tert-butyl 3-((8-isopropyl-1-methyl-2-oxo-1,2,3,5-tetrahydrobenzo[5,6][1,4]oxazino[3,4-c][1,2,4]triazin-9-yl)oxy)-3-methylazetidine-1-carboxylate ((enantiomer 2, SFC (Table 1, Method 24), Rt=9.756 min., 0.095 g, 0.213 mmol) in DCM (3 mL) was added TFA (0.5 mL) and the mixture was stirred at ambient temperature for 2 h. The solvent was removed in vacuo to give (R)-8-isopropyl-1-methyl-9-((3-methylazetidin-3-yl)oxy)-3,5-dihydrobenzo[5,6][1,4]oxazino[3,4-c][1,2,4]triazin-2(1H)-...